Dataset: the Open Reaction Database (ORD), a public repository of structured organic reaction records. Task: describe an organic reaction: reactants, conditions, products, and yield Starting materials: CC1(OC2=C([C@@H]3[C@H]1O3)C=C(C=C2)C#N)C ((1aR-cis)-1a,7b-dihydro-2,2-dimethyl-2H-oxireno-[c][1]benzopyran-6-carbonitrile), C(#N)C=1C=CC2=C([C@@H]([C@H](C(O2)(C)C)O)N(C2=CC=CC=C2)CC(=O)OCC)C1 ((3R-trans)-[(6-Cyano-3,4-dihydro-3-hydroxy-2,2-dimethyl-2H-1-benzopyran-4-yl)phenylamino]acetic acid, ethyl ester). Run in CO (MeOH). The product is O1C(=CC=C1)CN([C@@H]1[C@H](C(OC2=C1C=C(C=C2)C#N)(C)C)O)C2=CC=CC=C2 ((3R-trans)-4-[N-(2-Furanylmethyl)phenylamino]-3,4-dihydro-3-hydroxy-2,2-dimethyl-2H-1-benzopyran-6-carbonitrile), solid. The yield is 72.0%. Reaction SMILES: [CH3:1]C1(C)[C@@H]2O[C@@H]2C2C=C(C#N)C=CC=2O1.[C:16]([C:18]1[CH:19]=[CH:20][C:21]2[O:26][C:25]([CH3:28])([CH3:27])[C@H:24]([OH:29])[C@@H:23]([N:30]([CH2:37][C:38]([O:40][CH2:41][CH3:42])=O)[C:31]3[CH:36]=[CH:35][CH:34]=[CH:33][CH:32]=3)[C:22]=2[CH:43]=1)#[N:17]>CO>[O:40]1[CH:41]=[CH:42][CH:1]=[C:38]1[CH2:37][N:30]([C:31]1[CH:32]=[CH:33][CH:34]=[CH:35][CH:36]=1)[C@H:23]1[C:22]2[CH:43]=[C:18]([C:16]#[N:17])[CH:19]=[CH:20][C:21]=2[O:26][C:25]([CH3:28])([CH3:27])[C@@H:24]1[OH:29]. Procedure: The title compound was prepared from (1aR-cis)-1a,7b-dihydro-2,2-dimethyl-2H-oxireno-[c][1]benzopyran-6-carbonitrile (the title A compound of Example 3) and the title A compound by the same procedure as described for the title compound of Example 1. The product was obtained as a colorless solid (1.07 g, 72%), mp 134°-135° C. [α]D =+92.20° (c=0.78, MeOH). Analysis calculated for C23H22N2O3 · 0.02 H2O: C, 73.70; H, 5.93; N, 7.47. Found: C, 73.65; H, 5.63; N, 7.52.